This data is from the Open Reaction Database (ORD), a public repository of structured organic reaction records. The task is: describe an organic reaction: reactants, conditions, products, and yield Starting materials: C(C)OCC (diethyl ether), FC(SC=1C=C(C=CC1)N1CCNCC1)(F)F (N-(m-trifluoromethylthiophenyl)-piperazine), C(C=C)#N (acrylonitrile), solution, [OH-].C(C1=CC=CC=C1)[N+](C)(C)C (benzyltrimethylammonium hydroxide). The solvent is CO (methyl alcohol). Conditions: time 2 day. The product is C(#N)CCN1CCN(CC1)C1=CC(=CC=C1)SC(F)(F)F (N-(β-cyano-ethyl)-N'-(m-trifluoromethylthiophenyl)-piperazine). Yield: 84.7%. As a reaction SMILES: [F:1][C:2]([F:17])([F:16])[S:3][C:4]1[CH:5]=[C:6]([N:10]2[CH2:15][CH2:14][NH:13][CH2:12][CH2:11]2)[CH:7]=[CH:8][CH:9]=1.[C:18](#[N:21])[CH:19]=[CH2:20].[OH-].C([N+](C)(C)C)C1C=CC=CC=1.C(OCC)C>CO>[C:18]([CH2:19][CH2:20][N:13]1[CH2:12][CH2:11][N:10]([C:6]2[CH:7]=[CH:8][CH:9]=[C:4]([S:3][C:2]([F:1])([F:16])[F:17])[CH:5]=2)[CH2:15][CH2:14]1)#[N:21] |f:2.3|. Procedure details: N-(m-trifluoromethylthiophenyl)-piperazine (10.8 g, 0.047 g.mol.) and acrylonitrile (4.9 g, 0.094 g. mol.) are introduced into a 50 ml round bottomed flask provided with a stirrer and a reflux condenser. 0.1 ml of a 40% solution of benzyltrimethylammonium hydroxide in methyl alcohol is added with cooling and stirring. The mixture is allowed to stand at ambient temperature for 2 days and then heated for 2 hours to 80° C. After cooling, anhydrous diethyl ether (100 ml) is added to the reaction mix... The solvent is O1CCOCC1 (1,4-dioxane), C(Cl)(Cl)Cl (chloroform). Reported procedure: Water (5 ml), potassium carbonate (1742 mg) and tetrakis(triphenylphosphine)palladium (242 mg) were added to a solution of the compound obtained in Step 1 of Example 1 (1110 mg) and 1-methyl-4-(4,4,5,5-tetramethyl-1,3,2-dioxaborolan-2-yl)-1H-pyrazole (874 mg) in 1,4-dioxane (50 ml), and the mixture was stirred at 100° C. for five hours. After leaving to cool, the reaction solution was diluted with chloroform. The organic layer was washed with water and brine and dried over sodium sulfate. The so... Reaction SMILES: O.C(=O)([O-])[O-].[K+].[K+].[NH2:8][C:9]1[CH:14]=[CH:13][C:12]([C:15]2[C:16]([NH2:22])=[N:17][CH:18]=[C:19](Br)[CH:20]=2)=[CH:11][CH:10]=1.[CH3:23][N:24]1[CH:28]=[C:27](B2OC(C)(C)C(C)(C)O2)[CH:26]=[N:25]1>O1CCOCC1.C(Cl)(Cl)Cl.C1C=CC([P]([Pd]([P](C2C=CC=CC=2)(C2C=CC=CC=2)C2C=CC=CC=2)([P](C2C=CC=CC=2)(C2C=CC=CC=2)C2C=CC=CC=2)[P](C2C=CC=CC=2)(C2C=CC=CC=2)C2C=CC=CC=2)(C2C=CC=CC=2)C2C=CC=CC=2)=CC=1>[NH2:8][C:9]1[CH:14]=[CH:13][C:12]([C:15]2[C:16]([NH2:22])=[N:17][CH:18]=[C:19]([C:27]3[CH:26]=[N:25][N:24]([CH3:23])[CH:28]=3)[CH:20]=2)=[CH:11][CH:10]=1 |f:1.2.3,^1:51,53,72,91|. The reagents and catalysts are C=1C=CC(=CC1)[P](C=2C=CC=CC2)(C=3C=CC=CC3)[Pd]([P](C=4C=CC=CC4)(C=5C=CC=CC5)C=6C=CC=CC6)([P](C=7C=CC=CC7)(C=8C=CC=CC8)C=9C=CC=CC9)[P](C=1C=CC=CC1)(C=1C=CC=CC1)C=1C=CC=CC1 (tetrakis(triphenylphosphine)palladium). Isolated yield 57.2%. The reactants are O (Water), C([O-])([O-])=O.[K+].[K+] (potassium carbonate), NC1=CC=C(C=C1)C=1C(=NC=C(C1)Br)N (3-(4-Aminophenyl)-5-bromopyridin-2-amine), CN1N=CC(=C1)B1OC(C(O1)(C)C)(C)C (1-methyl-4-(4,4,5,5-tetramethyl-1,3,2-dioxaborolan-2-yl)-1H-pyrazole). Conditions: temperature 100 celsius, time 5 hour. Yields the product NC1=CC=C(C=C1)C=1C(=NC=C(C1)C=1C=NN(C1)C)N (3-(4-Aminophenyl)-5-(1-methyl-1H-pyrazol-4-yl)pyridin-2-amine). The reactants are NC=1C=C(C(=O)OC)C=CC1NC (methyl 3-amino-4-methylaminobenzoate), C(OC)(OC)OC (trimethyl orthoformate). The product is CN1C=NC2=C1C=CC(=C2)C(=O)OC (Methyl 1-methylbenzimidazole-5-carboxylate). Reaction SMILES: [NH2:1][C:2]1[CH:3]=[C:4]([CH:9]=[CH:10][C:11]=1[NH:12][CH3:13])[C:5]([O:7][CH3:8])=[O:6].[CH:14](OC)(OC)OC>>[CH3:13][N:12]1[C:11]2[CH:10]=[CH:9][C:4]([C:5]([O:7][CH3:8])=[O:6])=[CH:3][C:2]=2[N:1]=[CH:14]1. Reported procedure: A solution of methyl 3-amino-4-methylaminobenzoate (prepared as in DE 1990390463 A1) (2.57 g, 14 mmol) in trimethyl orthoformate (50 mL) was refluxed for 16 hours. The solvent was then removed under reduced pressure to afford 2.31 g of product. Reactants: O=C([O-])[O-], [K+], [K+], CN(C)C=O, COC(=O)COc1cccc2c1CCCC2S, BrCc1nc(-c2ccccc2)c(-c2ccccc2)o1. Yields the product COC(=O)COc1cccc2c1CCCC2SCc1nc(-c2ccccc2)c(-c2ccccc2)o1. As a reaction SMILES: [C:37](=[O:38])([O-:39])[O-:40].[K+:41].[K+:42].[O:43]=[CH:44][N:45]([CH3:46])[CH3:47].[SH:1][CH:2]1[CH2:3][CH2:4][CH2:5][c:6]2[c:7]([O:12][CH2:13][C:14](=[O:15])[O:16][CH3:17])[cH:8][cH:9][cH:10][c:11]21.[c:18]1(-[c:24]2[n:25][c:26]([CH2:35][Br:36])[o:27][c:28]2-[c:29]2[cH:30][cH:31][cH:32][cH:33][cH:34]2)[cH:19][cH:20][cH:21][cH:22][cH:23]1>>[S:1]([CH:2]1[CH2:3][CH2:4][CH2:5][c:6]2[c:7]([O:12][CH2:13][C:14](=[O:15])[O:16][CH3:17])[cH:8][cH:9][cH:10][c:11]21)[CH2:35][c:26]1[n:25][c:24](-[c:18]2[cH:19][cH:20][cH:21][cH:22][cH:23]2)[c:28](-[c:29]2[cH:30][cH:31][cH:32][cH:33][cH:34]2)[o:27]1. The reactants are C(C1=CC=CC=C1)=O (benzaldehyde), O.C1CCOC1 (H2O THF). Reagents/catalysts: [Ti] (titanium). Solvent: C(C)OCC (diethyl ether). Reaction conditions: temperature -74 celsius, time 2 hour. Yields the product C1(=CC=CC=C1)[C@H](CC=C)O ((S)-1-phenyl-3-buten-1-ol). The yield is 66.0%. As a reaction SMILES: [CH:1](=[O:8])[C:2]1[CH:7]=[CH:6][CH:5]=[CH:4][CH:3]=1.O.[CH2:10]1[CH2:14]OC[CH2:11]1>C(OCC)C.[Ti]>[C:2]1([C@@H:1]([OH:8])[CH2:14][CH:10]=[CH2:11])[CH:7]=[CH:6][CH:5]=[CH:4][CH:3]=1 |f:1.2|. Reported procedure: A solution of 1.25 mmol of the titanium compound of Example 2b in 60 ml of diethyl ether is cooled to -74° C., and 0.1 ml (1.0 mmol) of freshly distilled benzaldehyde is added. The slightly yellow, clear solution is stirred for a further 2 hours at -74° C. and 5 ml of a 5N H2O/THF solution are added and the mixture is warmed to RT, stirred for a further hour at this temperature, filtered with suction and concentrated on a rotary evaporator. The crude product (0.80 g of a clear colourless oil) is... Reactants: ice water, ClC=1C=C(C(=C(C(=O)OC)C1)C)O (methyl 5-chloro-3-hydroxy-2-methylbenzoate), CS(=O)(=O)OC1CCN(CC1)C(=O)OC(C)(C)C (tert-butyl 4-((methylsulfonyl)oxy)piperidine-1-carboxylate), C([O-])([O-])=O.[Cs+].[Cs+] (cesium carbonate). Solvent: CN(C)C=O (DMF). Run at temperature 75 celsius. The product is ClC=1C=C(C(=C(OC2CCN(CC2)C(=O)OC(C)(C)C)C1)C)C(=O)OC (tert-butyl 4-(5-chloro-3-(methoxycarbonyl)-2-methylphenoxy)piperidine-1-carboxylate). Isolated yield 81.5%. Reaction SMILES: [Cl:1][C:2]1[CH:3]=[C:4]([OH:13])[C:5]([CH3:12])=[C:6]([CH:11]=1)[C:7]([O:9][CH3:10])=[O:8].CS(O[CH:19]1[CH2:24][CH2:23][N:22]([C:25]([O:27][C:28]([CH3:31])([CH3:30])[CH3:29])=[O:26])[CH2:21][CH2:20]1)(=O)=O.C(=O)([O-])[O-].[Cs+].[Cs+]>CN(C=O)C>[Cl:1][C:2]1[CH:11]=[C:6]([C:7]([O:9][CH3:10])=[O:8])[C:5]([CH3:12])=[C:4]([CH:3]=1)[O:13][CH:19]1[CH2:24][CH2:23][N:22]([C:25]([O:27][C:28]([CH3:31])([CH3:30])[CH3:29])=[O:26])[CH2:21][CH2:20]1 |f:2.3.4|. Procedure: A mixture of methyl 5-chloro-3-hydroxy-2-methylbenzoate (1.25 g, 6.23 mmol), tert-butyl 4-((methylsulfonyl)oxy)piperidine-1-carboxylate (3.66 g, 13.08 mmol) and cesium carbonate (5.08 g, 15.58 mmol) in DMF (25 mL) was heated at 75° C. for 18 h. The reaction was allowed to cool to ambient temperature and poured into ice/water (200 mL) with stirring. The mixture was extracted with EtOAc (3×100 mL), dried over magnesium sulfate, and concentrated in vacuo. The light yellow residue was purified by fl... The reactants are CC=1C=C(C=C(C1)C)SC1=C(N=C(N1COCCO)C)C(C)C (5-(3,5-dimethylphenylthio)-4-isopropyl-1-(2-hydroxyethoxymethyl)-2-methyl-1H-imidazole), enol ether, COC1=CCCCCC1 (1-methoxy-1-cycloheptene). Product: C1(=CCCCCC1)OCCOCN1C(=NC(=C1SC1=CC(=CC(=C1)C)C)C(C)C)C (1-[2-(Cyclohepten-1-yloxy)ethoxymethyl]-5-(3, 5-dimethylphenylthio)-4-isopropyl-2-methyl-1H-imidazole). The yield is 72.3%. As a reaction SMILES: [CH3:1][C:2]1[CH:3]=[C:4]([S:9][C:10]2[N:14]([CH2:15][O:16][CH2:17][CH2:18][OH:19])[C:13]([CH3:20])=[N:12][C:11]=2[CH:21]([CH3:23])[CH3:22])[CH:5]=[C:6]([CH3:8])[CH:7]=1.CO[C:26]1[CH2:32][CH2:31][CH2:30][CH2:29][CH2:28][CH:27]=1>>[C:26]1([O:19][CH2:18][CH2:17][O:16][CH2:15][N:14]2[C:10]([S:9][C:4]3[CH:3]=[C:2]([CH3:1])[CH:7]=[C:6]([CH3:8])[CH:5]=3)=[C:11]([CH:21]([CH3:23])[CH3:22])[N:12]=[C:13]2[CH3:20])[CH2:32][CH2:31][CH2:30][CH2:29][CH2:28][CH:27]=1. Procedure details: The compound 1 (401 mg, 1.20 mmol) was converted to the enol ether with 1-methoxy-1-cycloheptene (1.51 g, 12.0 mmol) in the same manner as the example 7 to give the compound 7 (372 mg, 77%) as oil. Rf 0.75 (Al2O3 60-type E, 2:1 hexane -EtOAc). Reactants: C(C)(=O)NC1=C(C=C(C=C1)O)F (4-acetylamino-3-fluorophenol), CC=1C=C(C=CC1[N+](=O)[O-])NC([C@@](CBr)(C)O)=O (N-[3-methyl-4-(nitro)phenyl]-(2R)-3-bromo-2-hydroxy-2-methylpropanamide). Product: C(C)(=O)NC1=C(C=C(OC[C@](C(=O)NC2=CC(=C(C=C2)[N+](=O)[O-])C)(C)O)C=C1)F ((2S)-3-(4-Acetylamino-3-fluorophenoxy)-2-hydroxy-2-methyl-N-(3-methyl-4-nitrophenyl)propionamide). As a reaction SMILES: [C:1]([NH:4][C:5]1[CH:10]=[CH:9][C:8]([OH:11])=[CH:7][C:6]=1[F:12])(=[O:3])[CH3:2].[CH3:13][C:14]1[CH:15]=[C:16]([NH:23][C:24](=[O:30])[C@:25]([OH:29])([CH3:28])[CH2:26]Br)[CH:17]=[CH:18][C:19]=1[N+:20]([O-:22])=[O:21]>>[C:1]([NH:4][C:5]1[CH:10]=[CH:9][C:8]([O:11][CH2:28][C@@:25]([OH:29])([CH3:26])[C:24]([NH:23][C:16]2[CH:17]=[CH:18][C:19]([N+:20]([O-:22])=[O:21])=[C:14]([CH3:13])[CH:15]=2)=[O:30])=[CH:7][C:6]=1[F:12])(=[O:3])[CH3:2]. Procedure: (2S)-3-(4-Acetylamino-3-fluorophenoxy)-2-hydroxy-2-methyl-N-(3-methyl-4-nitrophenyl)propionamide was prepared according to the method B as described in Example 3e starting from 4-acetylamino-3-fluorophenol and N-[3-methyl-4-(nitro)phenyl]-(2R)-3-bromo-2-hydroxy-2-methylpropanamide. 1H NMR (DMSO-d6): 1.42 (3H, s), 2.02 (3H, s), 2.53 (3H, s), 3.97 (1H, d, J=9.7 Hz), 4.21 (1H, d, J=9.7 Hz), 6.23 (1H, bs), 6.72 (1H, m), 6.90 (1H, m), 7.56 (1H, m), 7.88 (1H, dd, J=9.0 Hz and 2.2 Hz), 7.93 (1H, d, J=2... Solvent: C(C)#N (acetonitrile), C(C)#N (acetonitrile). Yields the product FC(C=1C=C(C=C(C1)C(F)(F)F)NC(NC1=CC=C(C=C1)NC(=O)C=1N=NSC1)=S)(F)F ([1,2,3]-Thiadiazole-4-Carboxylic Acid {4-[3(3,5-Bis-Trifluoromethylphenyl)-Thioureido]-phenyl}amide). Procedure: To a solution of [1,2,3]-thiadiazole-4-carboxylic acid (4-amino-phenyl) amide (2.0 g) in acetonitrile (50 mL) is added 1-isothiocyanato-3,5-bis-trifluoromethyl-benzene (2.5 g) in acetonitrile (50 mL) dropwise but rapidly and the reaction is stirred at room temperature. After ninety minutes, the solvent is removed under reduced pressure and the resulting brown solid is recrystallized from ethyl acetate/hexanes to give the pure product. [M+H]492. The reactants are NC1=CC=C(C=C1)NC(=O)C=1N=NSC1 ([1,2,3]-thiadiazole-4-carboxylic acid (4-amino-phenyl) amide), N(=C=S)C1=CC(=CC(=C1)C(F)(F)F)C(F)(F)F (1-isothiocyanato-3,5-bis-trifluoromethyl-benzene). Reaction SMILES: [NH2:1][C:2]1[CH:7]=[CH:6][C:5]([NH:8][C:9]([C:11]2[N:12]=[N:13][S:14][CH:15]=2)=[O:10])=[CH:4][CH:3]=1.[N:16]([C:19]1[CH:24]=[C:23]([C:25]([F:28])([F:27])[F:26])[CH:22]=[C:21]([C:29]([F:32])([F:31])[F:30])[CH:20]=1)=[C:17]=[S:18]>C(#N)C>[F:26][C:25]([F:27])([F:28])[C:23]1[CH:24]=[C:19]([NH:16][C:17](=[S:18])[NH:1][C:2]2[CH:3]=[CH:4][C:5]([NH:8][C:9]([C:11]3[N:12]=[N:13][S:14][CH:15]=3)=[O:10])=[CH:6][CH:7]=2)[CH:20]=[C:21]([C:29]([F:31])([F:32])[F:30])[CH:22]=1. The reactants are CC(C#N)(C)C1=CC=C(C=C1)N1C(N(C=2C=NC=3C=CC(=CC3C21)C=2C=NC1=CC=CC=C1C2)C)=O (2-methyl-2-[4-(3-methyl-2-oxo-8-quinolin-3-yl-2,3-dihydro-imidazo[4,5-c]quinolin-1-yl)-phenyl]-propionitrile), C1(=CC=C(C=C1)S(=O)(=O)O)C (p-toluenesulfonic acid). Solvent: C(=O)O (formic acid), CC(=O)C (acetone). Conditions: temperature 0 celsius. Yields the product S(=O)(=O)(O)C1=CC=C(C)C=C1.CC(C#N)(C)C1=CC=C(C=C1)N1C(N(C=2C=NC=3C=CC(=CC3C21)C=2C=NC1=CC=CC=C1C2)C)=O (2-methyl-2-[4-(3-methyl-2-oxo-8-quinolin-3-yl-2,3-dihydro-imidazo[4,5-c]quinolin-1-yl)-phenyl]-propionitrile monotosylate). RXN SMILES: [CH3:1][C:2]([C:6]1[CH:11]=[CH:10][C:9]([N:12]2[C:24]3[C:23]4[CH:22]=[C:21]([C:25]5[CH:26]=[N:27][C:28]6[C:33]([CH:34]=5)=[CH:32][CH:31]=[CH:30][CH:29]=6)[CH:20]=[CH:19][C:18]=4[N:17]=[CH:16][C:15]=3[N:14]([CH3:35])[C:13]2=[O:36])=[CH:8][CH:7]=1)([CH3:5])[C:3]#[N:4].[C:37]1([CH3:47])[CH:42]=[CH:41][C:40]([S:43]([OH:46])(=[O:45])=[O:44])=[CH:39][CH:38]=1>C(O)=O.CC(C)=O>[S:43]([C:40]1[CH:41]=[CH:42][C:37]([CH3:47])=[CH:38][CH:39]=1)([OH:46])(=[O:45])=[O:44].[CH3:5][C:2]([C:6]1[CH:7]=[CH:8][C:9]([N:12]2[C:24]3[C:23]4[CH:22]=[C:21]([C:25]5[CH:26]=[N:27][C:28]6[C:33]([CH:34]=5)=[CH:32][CH:31]=[CH:30][CH:29]=6)[CH:20]=[CH:19][C:18]=4[N:17]=[CH:16][C:15]=3[N:14]([CH3:35])[C:13]2=[O:36])=[CH:10][CH:11]=1)([CH3:1])[C:3]#[N:4] |f:4.5|. Procedure: 2-methyl-2-[4-(3-methyl-2-oxo-8-quinolin-3-yl-2,3-dihydro-imidazo[4,5-c]quinolin-1-yl)-phenyl]-propionitrile (compound of formula I) is dissolved in formic acid at 56° C. and the resulting solution is clear filtered. The filtrate is then concentrated and a solution of p-toluenesulfonic acid (1.05 eq) in acetone is added within 30 minutes. After 25% and 50% of the addition volume, the mixture is seeded to initiate crystallization. A further amount of acetone is added and the suspension is cooled ...